From a dataset of the Open Reaction Database (ORD), a public repository of structured organic reaction records. describe an organic reaction: reactants, conditions, products, and yield The reactants are CC(C)(C)O, CCOC(=O)C1=C(O[SiH](c2ccccc2)c2ccccc2)c2cccc(C(C)(C)C)c2CC1, CS(N)(=O)=O, [Na+], [Na+], O, O=S([O-])[O-]. Product: CCOC(=O)C1(O)CCc2c(C(C)(C)C)cccc2C1(O)O[SiH](c1ccccc1)c1ccccc1. As a reaction SMILES: [C:46]([OH:47])([CH3:48])([CH3:49])[CH3:50].[CH2:6]([CH3:7])[O:8][C:9](=[O:10])[C:11]1=[C:12]([O:25][SiH:26]([c:27]2[cH:28][cH:29][cH:30][cH:31][cH:32]2)[c:33]2[cH:34][cH:35][cH:36][cH:37][cH:38]2)[c:13]2[cH:14][cH:15][cH:16][c:17]([C:21]([CH3:22])([CH3:23])[CH3:24])[c:18]2[CH2:19][CH2:20]1.[CH3:1][S:2]([NH2:3])(=[O:4])=[O:5].[Na+:43].[Na+:44].[OH2:45].[S:39](=[O:40])([O-:41])[O-:42]>>[CH2:6]([CH3:7])[O:8][C:9](=[O:10])[C:11]1([OH:40])[C:12]([O:25][SiH:26]([c:27]2[cH:28][cH:29][cH:30][cH:31][cH:32]2)[c:33]2[cH:34][cH:35][cH:36][cH:37][cH:38]2)([OH:45])[c:13]2[cH:14][cH:15][cH:16][c:17]([C:21]([CH3:22])([CH3:23])[CH3:24])[c:18]2[CH2:19][CH2:20]1. Reactants: COCCOCc1ccc(OCC2CO2)cc1, Cc1cc(-c2ccc(=O)[nH]n2)ccc1OCCN. Product: COCCOCc1ccc(OCC(O)CNCCOc2ccc(-c3ccc(=O)[nH]n3)cc2C)cc1. As a reaction SMILES: [CH3:1][O:2][CH2:3][CH2:4][O:5][CH2:6][c:7]1[cH:8][cH:9][c:10]([O:11][CH2:12][CH:13]2[CH2:14][O:15]2)[cH:16][cH:17]1.[NH2:18][CH2:19][CH2:20][O:21][c:22]1[c:23]([CH3:35])[cH:24][c:25](-[c:28]2[cH:29][cH:30][c:31](=[O:34])[nH:32][n:33]2)[cH:26][cH:27]1>>[CH3:1][O:2][CH2:3][CH2:4][O:5][CH2:6][c:7]1[cH:8][cH:9][c:10]([O:11][CH2:12][CH:13]([CH2:14][NH:18][CH2:19][CH2:20][O:21][c:22]2[c:23]([CH3:35])[cH:24][c:25](-[c:28]3[cH:29][cH:30][c:31](=[O:34])[nH:32][n:33]3)[cH:26][cH:27]2)[OH:15])[cH:16][cH:17]1. Product: CC(C)(N)CNC(=O)c1ccc(Oc2ccc(C#N)cc2)cc1. RXN SMILES: [C:1](#[N:2])[c:3]1[cH:4][cH:5][c:6]([O:7][c:8]2[cH:9][cH:10][c:11]([C:12](=[O:13])[OH:14])[cH:15][cH:16]2)[cH:17][cH:18]1.[CH2:25]1[O:26][CH2:27][CH2:28][CH2:29]1.[NH2:19][CH2:20][C:21]([CH3:22])([CH3:23])[NH2:24]>>[C:1](#[N:2])[c:3]1[cH:4][cH:5][c:6]([O:7][c:8]2[cH:9][cH:10][c:11]([C:12](=[O:14])[NH:19][CH2:20][C:21]([CH3:22])([CH3:23])[NH2:24])[cH:15][cH:16]2)[cH:17][cH:18]1. Starting materials: N#Cc1ccc(Oc2ccc(C(=O)O)cc2)cc1, C1CCOC1, CC(C)(N)CN. The reactants are CCOC(=O)C(C)=O, CCO, Cl, O=[N+]([O-])c1ccc(F)c(F)c1F. The product is CCOC(=O)C(C)Nc1ccc(F)c(F)c1F. As a reaction SMILES: [C:13]([C:14](=[O:15])[CH3:16])(=[O:17])[O:18][CH2:19][CH3:20].[CH3:22][CH2:23][OH:24].[ClH:21].[F:1][c:2]1[c:3]([N+:10]([O-:11])=[O:12])[cH:4][cH:5][c:6]([F:9])[c:7]1[F:8]>>[F:1][c:2]1[c:3]([NH:10][CH:14]([C:13](=[O:17])[O:18][CH2:19][CH3:20])[CH3:16])[cH:4][cH:5][c:6]([F:9])[c:7]1[F:8].